This data is from the Open Reaction Database (ORD), a public repository of structured organic reaction records. The task is: describe an organic reaction: reactants, conditions, products, and yield The reactants are N=1C(=CN2C1C=CC=C2)CN2C(C1=CC=CC=C1C2=O)=O (2-(imidazo[1,2-a]pyridin-2-ylmethyl)-1H-isoindole-1,3(2H)-dione), [OH-].[Na+] (sodium hydroxide). The solvent is C(C)O (ethanol), O.NN (hydrazine hydrate). The product is N=1C(=CN2C1C=CC=C2)CN (imidazo[1,2-a]pyridin-2-ylmethanamine). Isolated yield 58.6%. RXN SMILES: [N:1]1[C:2]([CH2:10][N:11]2C(=O)C3C(=CC=CC=3)C2=O)=[CH:3][N:4]2[CH:9]=[CH:8][CH:7]=[CH:6][C:5]=12.[OH-].[Na+]>O.NN.C(O)C>[N:1]1[C:2]([CH2:10][NH2:11])=[CH:3][N:4]2[CH:9]=[CH:8][CH:7]=[CH:6][C:5]=12 |f:1.2,3.4|. Procedure: A solution of 1.37 g (4.94 mmol) of 2-(imidazo[1,2-a]pyridin-2-ylmethyl)-1H-isoindole-1,3(2H)-dione in 14 ml of hydrazine hydrate 98% and 1 ml of ethanol. Was stirred at room temperature for an hour. The mixture was then poured into 25 ml of sodium hydroxide 35% and extracted with dichloromethane. The organic layer was dried over anhydrous sodium sulfate and evaporated to give 0.426 g of the title compound crystallized from diethylether. The reactants are CCCCCCC#N, CC(C)(C)[O-], CC(C)(C)[O-], Cc1ccccc1, CCOC=O, [K+], C1CCOC1, O. Product: CCCCCC(C#N)C=O. As a reaction SMILES: [C:7]([CH2:8][CH2:9][CH2:10][CH2:11][CH2:12][CH3:13])#[N:14].[CH3:1][C:2]([CH3:3])([O-:4])[CH3:5].[CH3:20][C:21]([CH3:22])([O-:23])[CH3:24].[CH3:25][c:26]1[cH:27][cH:28][cH:29][cH:30][cH:31]1.[CH:15]([O:16][CH2:17][CH3:18])=[O:19].[K+:6].[O:33]1[CH2:34][CH2:35][CH2:36][CH2:37]1.[OH2:32]>>[CH:2](=[O:4])[CH:8]([C:7]#[N:14])[CH2:9][CH2:10][CH2:11][CH2:12][CH3:13]. The reactants are CC(C)N(C(=O)C(c1cccnc1)C(CC(N)=O)c1ccccc1)C(C)C, CN(C)C=O, O=S(Cl)Cl. Yields the product CC(C)N(C(=O)C(c1cccnc1)C(CC#N)c1ccccc1)C(C)C. As a reaction SMILES: [CH:1]([CH3:2])([CH3:3])[N:4]([C:5]([CH:6]([CH:7]([CH2:8][C:9](=[O:10])[NH2:11])[c:12]1[cH:13][cH:14][cH:15][cH:16][cH:17]1)[c:18]1[cH:19][n:20][cH:21][cH:22][cH:23]1)=[O:24])[CH:25]([CH3:26])[CH3:27].[O:32]=[CH:33][N:34]([CH3:35])[CH3:36].[S:28]([Cl:29])([Cl:30])=[O:31]>>[CH:1]([CH3:2])([CH3:3])[N:4]([C:5]([CH:6]([CH:7]([CH2:8][C:9]#[N:11])[c:12]1[cH:13][cH:14][cH:15][cH:16][cH:17]1)[c:18]1[cH:19][n:20][cH:21][cH:22][cH:23]1)=[O:24])[CH:25]([CH3:26])[CH3:27].